Dataset: the Open Reaction Database (ORD), a public repository of structured organic reaction records. Task: describe an organic reaction: reactants, conditions, products, and yield As a reaction SMILES: Cl[C:2]1[N:7]=[C:6]([Cl:8])[C:5]([C:9]#[N:10])=[C:4](Cl)[N:3]=1.C([N:14]([CH:18]([CH3:20])[CH3:19])C(C)C)C.[CH:21]1([NH2:24])[CH2:23][CH2:22]1>O1CCOCC1>[Cl:8][C:6]1[C:5]([C:9]#[N:10])=[C:4]([NH:24][CH:21]2[CH2:23][CH2:22]2)[N:3]=[C:2]([NH:14][CH:18]2[CH2:19][CH2:20]2)[N:7]=1. Isolated yield 54.2%. Reaction conditions: time 18 hour. Procedure details: To a solution of 500 mg (2.4 mmol) of 2,4,6-trichloro-5-cyano-pyrimidine in 30 ml of dioxane were added at room temperature 0.84 ml (4.8 mmol) of N-ethyl-diisopropylamine and 0.52 ml (7.2 mmol) of cyclopropylamine. The yellow reaction mixture was stirred at room temperature during 18 hours, then, for working-up, it was evaporated under reduced pressure. The residue obtained was then chromatographed on silica gel using a 3:1 mixture of dichloromethane and hexane as the eluent yielding 328 mg (1.3... Solvent: O1CCOCC1 (dioxane). The reactants are ClC1=NC(=C(C(=N1)Cl)C#N)Cl (2,4,6-trichloro-5-cyano-pyrimidine), C(C)N(C(C)C)C(C)C (N-ethyl-diisopropylamine), C1(CC1)N (cyclopropylamine). Yields the product ClC1=NC(=NC(=C1C#N)NC1CC1)NC1CC1 (4-chloro-2,6-bis-cyclopropylamino-pyrimidine-5-carbonitrile). Reactants: C(=O)([O-])[O-].C(=O)([O-])[O-].OO.OO.OO.[Na+].[Na+].[Na+].[Na+] (sodium percarbonate), C([O-])(O)=O.[Na+] (sodium bicarbonate), OO (hydrogen peroxide), C([O-])(O)=O.[Na+] (sodium bicarbonate). Product: C(=O)([O-])[O-].C(=O)([O-])[O-].OO.OO.OO.[Na+].[Na+].[Na+].[Na+].C([O-])(O)=O.[Na+] (sodium percarbonate sodium bicarbonate). Reaction SMILES: [C:1](=[O:4])([OH:3])[O-:2].[Na+:5].[OH:6][OH:7].[C:8]([O-:11])([O-:10])=[O:9].[C:12]([O-:15])([O-:14])=[O:13].OO.OO.OO.[Na+].[Na+].[Na+].[Na+]>>[C:1]([O-:4])([O-:3])=[O:2].[C:8]([O-:11])([O-:10])=[O:9].[OH:6][OH:7].[OH:6][OH:7].[OH:6][OH:7].[Na+:5].[Na+:5].[Na+:5].[Na+:5].[C:12](=[O:13])([OH:15])[O-:14].[Na+:5] |f:0.1,3.4.5.6.7.8.9.10.11,12.13.14.15.16.17.18.19.20.21.22|. Reported procedure: reacting a reaction mixture of sodium bicarbonate with a sufficient quantity of an aqueous hydrogen peroxide solution to convert 40 to 60 mole-% of the sodium bicarbonate to sodium percarbonate, wherein said reacting is carried out under heating to a temperature of at least 50° C., and a mixed sodium percarbonate/sodium bicarbonate compound is formed, and Starting materials: C(=O)(O)[O-].[Na+] (NaHCO3), BrC=1C(=C2C=NNC2=CC1)Cl (5-bromo-4-chloro-1H-indazole), O1CCCC=C1 (3,4-dihydro-2H-pyran), CC=1C=CC(=CC1)S(=O)(=O)O (p-TsOH). Run in ClCCl (dichloromethane). Run at time 8 hour. Product: BrC=1C(=C2C=NN(C2=CC1)C1OCCCC1)Cl (5-Bromo-4-chloro-1-(tetrahydro-2H-pyran-2-yl)-1H-indazole). Isolated yield 81.5%. As a reaction SMILES: [Br:1][C:2]1[C:3]([Cl:11])=[C:4]2[C:8](=[CH:9][CH:10]=1)[NH:7][N:6]=[CH:5]2.[O:12]1[CH:17]=[CH:16][CH2:15][CH2:14][CH2:13]1.CC1C=CC(S(O)(=O)=O)=CC=1.C([O-])(O)=O.[Na+]>ClCCl>[Br:1][C:2]1[C:3]([Cl:11])=[C:4]2[C:8](=[CH:9][CH:10]=1)[N:7]([CH:13]1[CH2:14][CH2:15][CH2:16][CH2:17][O:12]1)[N:6]=[CH:5]2 |f:3.4|. Procedure: To a mixture of 5-bromo-4-chloro-1H-indazole (8.0 g, 34.6 mmol) and 3,4-dihydro-2H-pyran (8.72 g, 0.104 mol) in dry dichloromethane (200 mL) was added p-TsOH (0.657 g, 3.46 mmol) at room temperature. The resulting mixture was stirred at room temperature overnight. Upon completion, saturated aqueous NaHCO3 (100 mL) was added slowly to the reaction mixture. The organic layer was separated, dried over Na2SO4, and concentrated in vacuo. The residue was purified by column chromatography on silica gel... Reactants: ester, C(CCC)C1=CC=C(S1)C1CCN(CC1)S(=O)(=O)C1(CCOCC1)C(=O)NOC1OCCCC1 (4-{[4-(5-butylthien-2-yl)piperidin-1-yl]sulfonyl}-N-(tetrahydro-2H-pyran-2-yloxy)tetrahydro-2H-pyran-4-carboxamide), desired product/impurity, CN1CCOCC1 (N-methylmorpholine), Cl.CN(CCCN=C=NCC)C (1-(3-dimethylamino-propyl)-3-ethylcarbodiimide hydrochloride), O.ON1N=NC2=C1C=CC=C2 (N-hydroxybenzo-triazole hydrate), FC(C(=O)O)(F)F (trifluoroacetic acid), O1C(CCCC1)ON (O-(tetrahydro-2H-pyran-2-yl)hydroxylamine). Solvent: C(Cl)Cl (methylene chloride), C(C)(=O)OCC (ethyl acetate). Reaction conditions: time 4 hour. Product: C(CCC)C1=CC=C(S1)C1CCN(CC1)S(=O)(=O)C1(CCOCC1)C(=O)NO (4-{[4-(5-butylthien-2-yl)piperidin-1-yl]sulfonyl}-N-hydroxytetrahydro-2H-pyran-4-carboxamide). Reaction SMILES: [CH2:1]([C:5]1[S:9][C:8]([CH:10]2[CH2:15][CH2:14][N:13]([S:16]([C:19]3([C:25]([NH:27][O:28]C4CCCCO4)=[O:26])[CH2:24][CH2:23][O:22][CH2:21][CH2:20]3)(=[O:18])=[O:17])[CH2:12][CH2:11]2)=[CH:7][CH:6]=1)[CH2:2][CH2:3][CH3:4].FC(F)(F)C(O)=O.Cl.CN(C)CCCN=C=NCC.O.ON1C2C=CC=CC=2N=N1.O1CCCCC1ON.CN1CCOCC1>C(OCC)(=O)C.C(Cl)Cl>[CH2:1]([C:5]1[S:9][C:8]([CH:10]2[CH2:15][CH2:14][N:13]([S:16]([C:19]3([C:25]([NH:27][OH:28])=[O:26])[CH2:24][CH2:23][O:22][CH2:21][CH2:20]3)(=[O:18])=[O:17])[CH2:12][CH2:11]2)=[CH:7][CH:6]=1)[CH2:2][CH2:3][CH3:4] |f:2.3,4.5|. Reported procedure: Part F. Preparation of 4-{[4-(5-butylthien-2-yl)piperidin-1-yl]sulfonyl}-N-(tetrahydro-2H-pyran-2-yloxy)tetrahydro-2H-pyran-4-carboxamide. A methylene chloride solution (8.0 mL) of the ester prepared in Part E (3.27 g, 6.93 mmol) was treated with trifluoroacetic acid (8.0 mL, 104 mmol) and stirred at ambient temperature. After 4 hr, the mixture was concentrated in vacuo to approximately 8.0 mL, then treated with diethyl ether (15 mL). The resulting mixture was concentrated in vacuo to approximat... Starting materials: BrC=1C=C(C=NC1)C1=NC2=C(N1C)C=CC(=C2)OC (2-(5-bromo-pyridin-3-yl)-5-methoxy-1-methyl-1H-benzoimidazole), CC1(OB(OC1(C)C)C=1C=NNC1)C (4-(4,4,5,5-Tetramethyl-[1,3,2]dioxaborolan-2-yl)-1H-pyrazole), C(=O)([O-])[O-].[Na+].[Na+] (Na2CO3). Reagents/catalysts: C=1C=CC(=CC1)[P](C=2C=CC=CC2)(C=3C=CC=CC3)[Pd]([P](C=4C=CC=CC4)(C=5C=CC=CC5)C=6C=CC=CC6)([P](C=7C=CC=CC7)(C=8C=CC=CC8)C=9C=CC=CC9)[P](C=1C=CC=CC1)(C=1C=CC=CC1)C=1C=CC=CC1 (Pd (PPh3)4). Run in O.C1(=CC=CC=C1)C.C(C)O (ethanol toluene water). Run at temperature 100 celsius. The product is COC1=CC2=C(N(C(=N2)C=2C=NC=C(C2)C=2C=NNC2)C)C=C1 (5-methoxy-1-methyl-2-[5-(1H-pyrazol-4-yl)pyridin-3-yl]-1H-benzimidazole). Reaction SMILES: Br[C:2]1[CH:3]=[C:4]([C:8]2[N:12]([CH3:13])[C:11]3[CH:14]=[CH:15][C:16]([O:18][CH3:19])=[CH:17][C:10]=3[N:9]=2)[CH:5]=[N:6][CH:7]=1.CC1(C)C(C)(C)OB([C:28]2[CH:29]=[N:30][NH:31][CH:32]=2)O1.C([O-])([O-])=O.[Na+].[Na+]>O.C1(C)C=CC=CC=1.C(O)C.C1C=CC([P]([Pd]([P](C2C=CC=CC=2)(C2C=CC=CC=2)C2C=CC=CC=2)([P](C2C=CC=CC=2)(C2C=CC=CC=2)C2C=CC=CC=2)[P](C2C=CC=CC=2)(C2C=CC=CC=2)C2C=CC=CC=2)(C2C=CC=CC=2)C2C=CC=CC=2)=CC=1>[CH3:19][O:18][C:16]1[CH:15]=[CH:14][C:11]2[N:12]([CH3:13])[C:8]([C:4]3[CH:5]=[N:6][CH:7]=[C:2]([C:28]4[CH:29]=[N:30][NH:31][CH:32]=4)[CH:3]=3)=[N:9][C:10]=2[CH:17]=1 |f:2.3.4,5.6.7,^1:54,56,75,94|. Reported procedure: To a solution of 2-(5-bromo-pyridin-3-yl)-5-methoxy-1-methyl-1H-benzoimidazole (0.15 g, 0.00047 mol) in ethanol toluene water (6 ml, 3 ml, 1.5 ml, respectively) mixture in a sealed tube was added 4-(4,4,5,5-Tetramethyl-[1,3,2]dioxaborolan-2-yl)-1H-pyrazole (0.18 g, 0.000942 mol) and Na2CO3 (0.14 g, 0.0014 mol) and argon was purged for 15 min. Then Pd (PPh3)4 (0.027 g, 0.000023 mol) was added and heated at 100° C. for 24 h. The solvent was evaporated and the resulting residue was added water. The... Starting materials: NC=1SC(=CN1)C (2-amino-5-methylthiazole), IC1(OCCOC1)C (2-iodo-methyl-1,4-dioxane). Run at temperature 85 celsius, time 16 hour. Yields the product [NH4+].[OH-] (NH4OH), O1C(COCC1)CN1C(SC(=C1)C)=N (3-((1,4-dioxan-2-yl)methyl)-5-methylthiazol-2(3H)-imine). RXN SMILES: [NH2:1][C:2]1[S:3][C:4]([CH3:7])=[CH:5][N:6]=1.I[C:9]1([CH3:15])[CH2:14][O:13][CH2:12][CH2:11][O:10]1>>[NH4+:1].[OH-:10].[O:10]1[CH2:11][CH2:12][O:13][CH2:14][CH:9]1[CH2:15][N:6]1[CH:5]=[C:4]([CH3:7])[S:3][C:2]1=[NH:1] |f:2.3|. Procedure: A mixture of 2-amino-5-methylthiazole (0.77 g, 8.8 mmol) and 2-iodo-methyl-1,4-dioxane (Synchem-OHG, 1.5 g, 6.7 mmol) was warmed to 85° C. and stirred for 16 hours. The mixture was cooled to ambient temperature and the residue was purified via column chromatography (SiO2, 10% methanol in ethyl acetate then 9:1:0.1 CH2Cl2:methanol:NH4OH) to afford the title compound. MS (DCI/NH3) m/z 215 (M+H)+. Reactants: CCS(=O)(=O)N1CCC(c2n[nH]c3c(C#N)cc(-c4ccc(F)cc4)cc23)CC1, CC(C)(C)O, [K+], [OH-]. Product: CCS(=O)(=O)N1CCC(c2n[nH]c3c(C(N)=O)cc(-c4ccc(F)cc4)cc23)CC1. As a reaction SMILES: [CH2:1]([CH3:2])[S:3](=[O:4])(=[O:5])[N:6]1[CH2:7][CH2:8][CH:9]([c:12]2[n:13][nH:14][c:15]3[c:16]([C:28]#[N:29])[cH:17][c:18](-[c:21]4[cH:22][cH:23][c:24]([F:27])[cH:25][cH:26]4)[cH:19][c:20]23)[CH2:10][CH2:11]1.[CH3:32][C:33]([OH:34])([CH3:35])[CH3:36].[K+:31].[OH-:30]>>[CH2:1]([CH3:2])[S:3](=[O:4])(=[O:5])[N:6]1[CH2:7][CH2:8][CH:9]([c:12]2[n:13][nH:14][c:15]3[c:16]([C:28]([NH2:29])=[O:30])[cH:17][c:18](-[c:21]4[cH:22][cH:23][c:24]([F:27])[cH:25][cH:26]4)[cH:19][c:20]23)[CH2:10][CH2:11]1.